From a dataset of the Open Reaction Database (ORD), a public repository of structured organic reaction records. describe an organic reaction: reactants, conditions, products, and yield The reactants are NC1=CC(=CC=2NC=NC21)C(=O)OC (Methyl 4-amino-1H-benzimidazole-6-carboxylate), N1=CC=CC=C1 (pyridine), ClCCCCS(=O)(=O)Cl (4-chloro-1-butanesulfonyl chloride). The reagents and catalysts are CN(C)C=1C=CN=CC1 (DMAP). The solvent is C(Cl)Cl (CH2Cl2). Conditions: time 1 hour. Product: ClCCCCS(=O)(=O)NC1=CC(=CC=2NC=NC21)C(=O)OC (methyl 4-{[(4-chlorobutyl)sulfonyl]amino}-1H-benzimidazole-6-carboxylate). Yield: 50.2%. RXN SMILES: [NH2:1][C:2]1[C:10]2[N:9]=[CH:8][NH:7][C:6]=2[CH:5]=[C:4]([C:11]([O:13][CH3:14])=[O:12])[CH:3]=1.N1C=CC=CC=1.[Cl:21][CH2:22][CH2:23][CH2:24][CH2:25][S:26](Cl)(=[O:28])=[O:27]>C(Cl)Cl.CN(C1C=CN=CC=1)C>[Cl:21][CH2:22][CH2:23][CH2:24][CH2:25][S:26]([NH:1][C:2]1[C:10]2[N:9]=[CH:8][NH:7][C:6]=2[CH:5]=[C:4]([C:11]([O:13][CH3:14])=[O:12])[CH:3]=1)(=[O:28])=[O:27]. Procedure: To a solution of methyl 4-amino-1H-benzimidazole-6-carboxylate (D251) (1.1 g, 5.76 mmol, 1 equiv) in CH2Cl2 (80 ml) at room temperature were added pyridine (1.02 ml, 12.67 mmol, 2.2 equiv), 4-chloro-1-butanesulfonyl chloride (D20) (2.31 g, 12.1 mmol, 2.1 equiv) and DMAP (704 mg, 5.76 mmol, 1 equiv) and the resulting mixture was stirred for 1 h then concentrated in vacuo. The residue was diluted with AcOEt and the organic phase was washed with a 2N aqueous HCl solution and brine, then dried over ... Starting materials: CC(C(=O)[O-])c1c(N(C)C)nc(Cc2ccc(NC(=O)c3ccc(C(F)(F)F)cc3)cc2)nc1N(C)C, CO, [Na+], C1CCOC1, [OH-]. The product is CN(C)c1nc(Cc2ccc(NC(=O)c3ccc(C(F)(F)F)cc3)cc2)nc(N(C)C)c1CC(=O)O. RXN SMILES: [CH3:1][CH:2]([C:3](=[O:4])[O-:5])[c:6]1[c:7]([N:35]([CH3:36])[CH3:37])[n:8][c:9]([CH2:15][c:16]2[cH:17][cH:18][c:19]([NH:22][C:23]([c:24]3[cH:25][cH:26][c:27]([C:30]([F:31])([F:32])[F:33])[cH:28][cH:29]3)=[O:34])[cH:20][cH:21]2)[n:10][c:11]1[N:12]([CH3:13])[CH3:14].[CH3:45][OH:46].[Na+:39].[O:40]1[CH2:41][CH2:42][CH2:43][CH2:44]1.[OH-:38]>>[CH2:2]([C:3](=[O:4])[OH:5])[c:6]1[c:7]([N:35]([CH3:36])[CH3:37])[n:8][c:9]([CH2:15][c:16]2[cH:17][cH:18][c:19]([NH:22][C:23]([c:24]3[cH:25][cH:26][c:27]([C:30]([F:31])([F:32])[F:33])[cH:28][cH:29]3)=[O:34])[cH:20][cH:21]2)[n:10][c:11]1[N:12]([CH3:13])[CH3:14]. Starting materials: N#Cc1nc(Cl)sc1Cl, CO, NN, O, O. Yields the product N#Cc1nc(NN)sc1Cl. RXN SMILES: [C:4](#[N:5])[c:6]1[n:7][c:8]([Cl:12])[s:9][c:10]1[Cl:11].[CH3:14][OH:15].[NH2:2][NH2:3].[OH2:13].[OH2:1]>>[NH:2]([NH2:3])[c:8]1[n:7][c:6]([C:4]#[N:5])[c:10]([Cl:11])[s:9]1. Reactants: COC=1C=C(C(C2=CC=CC3=CC=CC=C23)Cl)C=CC1 (3-methoxy-α-(1-naphthyl)benzyl chloride), COC=1C=C(C(C2=CC=NC3=CC=CC=C23)O)C=CC1 (3-methoxy-α-(4-quinolinyl)benzyl alcohol). The product is COC=1C=C(C(C2=CC=NC3=CC=CC=C23)Cl)C=CC1 (3-methoxy-α-(4-quinolinyl)benzyl chloride). Reaction SMILES: [CH3:1][O:2][C:3]1[CH:4]=[C:5]([CH:18]=[CH:19][CH:20]=1)[CH:6]([Cl:17])[C:7]1[C:16]2[C:11](=[CH:12][CH:13]=[CH:14][CH:15]=2)C=[CH:9][CH:8]=1.COC1C=C(C=CC=1)C(O)C1C2C(=CC=CC=2)[N:30]=CC=1>>[CH3:1][O:2][C:3]1[CH:4]=[C:5]([CH:18]=[CH:19][CH:20]=1)[CH:6]([Cl:17])[C:7]1[C:16]2[C:11](=[CH:12][CH:13]=[CH:14][CH:15]=2)[N:30]=[CH:9][CH:8]=1. Procedure details: The compound 27 was prepared by following the synthesis procedure as described for compound 2, but substituting compound 1 for compound 26. Reactants: CC1(C)C(=O)N(Br)C(=O)N1Br, Nc1ncnn2c(C3CCCN(C(=O)OCc4ccccc4)C3)ccc12, CN(C)C=O. Yields the product Nc1ncnn2c(C3CCCN(C(=O)OCc4ccccc4)C3)cc(Br)c12. RXN SMILES: [Br:27][N:28]1[C:29]([CH3:30])([CH3:31])[C:32](=[O:33])[N:34]([Br:35])[C:36]1=[O:37].[CH2:1]([c:2]1[cH:3][cH:4][cH:5][cH:6][cH:7]1)[O:8][C:9](=[O:10])[N:11]1[CH2:12][CH:13]([c:17]2[cH:18][cH:19][c:20]3[c:21]([NH2:26])[n:22][cH:23][n:24][n:25]23)[CH2:14][CH2:15][CH2:16]1.[O:38]=[CH:39][N:40]([CH3:41])[CH3:42]>>[CH2:1]([c:2]1[cH:3][cH:4][cH:5][cH:6][cH:7]1)[O:8][C:9](=[O:10])[N:11]1[CH2:12][CH:13]([c:17]2[cH:18][c:19]([Br:27])[c:20]3[c:21]([NH2:26])[n:22][cH:23][n:24][n:25]23)[CH2:14][CH2:15][CH2:16]1. Reactants: aqueous solution, [OH-].[Na+] (sodium hydroxide), [H-].[Al+3].[Li+].[H-].[H-].[H-] (lithium aluminum hydride), C(OCC)([O-])[O-] (ethyl orthoformate), C1(=CC=C(C=C1)S(=O)(=O)O)C (p-toluenesulfonic acid), saturated aqueous solution, C([O-])(O)=O.[Na+] (sodium bicarbonate), ClC=1C=C(C=CC1Cl)C(CC(=O)OCC)=O (ethyl 3-(3,4-dichlorophenyl)-3-oxopropionate). As a reaction SMILES: [Cl:1][C:2]1[CH:3]=[C:4]([C:9](=[O:16])[CH2:10][C:11](OCC)=[O:12])[CH:5]=[CH:6][C:7]=1[Cl:8].C([O-])([O-])OCC.C1(C)C=CC(S(O)(=O)=O)=CC=1.C(=O)(O)[O-].[Na+].[H-].[Al+3].[Li+].[H-].[H-].[H-].[OH-].[Na+]>C(O)C.O1CCCC1.O>[Cl:1][C:2]1[CH:3]=[C:4]([C:9](=[O:16])[CH2:10][CH2:11][OH:12])[CH:5]=[CH:6][C:7]=1[Cl:8] |f:3.4,5.6.7.8.9.10,11.12|. Solvent: O (water), O1CCCC1 (tetrahydrofuran), C(C)O (ethanol). Procedure: In 2.4 liters of ethanol, 119 g (0.46 mole) of ethyl 3-(3,4-dichlorophenyl)-3-oxopropionate were dissolved. To the resulting solution, 115 ml (0.68 mole) of ethyl orthoformate and 4.4 g (2.28 mmol) of p-toluenesulfonic acid were added, followed by heating under reflux for 8 hours. The reaction mixture was poured into 1 liter of a saturated aqueous solution of sodium bicarbonate and the mixture was extracted with ethyl acetate (700 ml, three times). The organic layers were combined, washed with a... Isolated yield 45.6%. Conditions: temperature 0 celsius, time 2 hour. Product: ClC=1C=C(C=CC1Cl)C(CCO)=O (3-(3,4-Dichlorophenyl)-3-oxo-1-propanol). Reactants: [Li]C(C)(C)C (t-BuLi), CCCCC (pentane), BrC=1C=C2C=3C=C4C(=C(C3N(C2=CC1)C(=O)OC(C)(C)C)OC(=O)OCC)N(C=1C=CC(=CC14)Br)C(=O)OC(C)(C)C (2,10-Dibromo-6-ethoxycarbonyloxy-5,7-diBOC-indolo[2,3-b]carbazole), C(=O)(OCC)C=1C=C2C=3C=C4C(=C(C3NC2=CC1)OC(=O)OCC)NC=1C=CC(=CC14)C(=O)OCC (2,10-Dicarbethoxy-6-ETHOXYCARBONYLOXY-5,7-DIHYDRO-INDOLO[2,3-b]CARBAZOLE), ClC(=O)OCC (ClCO2CH2CH3), [NH4+].[Cl-] (NH4Cl). The solvent is C1CCOC1 (THF), C1CCOC1 (THF), CCOC(=O)C.CCCCCC (EtOAc hexane). Run at temperature -10 celsius, time 10 minute. The product is C(=O)(OC(C)(C)C)C1=C2C3=CC=4C(=C(C3=NC2=CC=C1C(=O)OCC)OC(=O)OCC)N=C1C=CC(=CC14)C(=O)OC(C)C(=O)OC(C)(C)C (1,1′-diBOC-2,10-dicarbethoxy-6-ethoxycarbonyloxy-indolo[2,3-b]carbazole). Isolated yield 89.0%. RXN SMILES: [C:1]([C:6]1[CH:7]=[C:8]2[C:16](=[CH:17][CH:18]=1)[NH:15][C:14]1[C:13]([O:19][C:20]([O:22][CH2:23][CH3:24])=[O:21])=[C:12]3[NH:25][C:26]4[CH:27]=[CH:28][C:29]([C:32]([O:34][CH2:35][CH3:36])=[O:33])=[CH:30][C:31]=4[C:11]3=[CH:10][C:9]2=1)([O:3][CH2:4][CH3:5])=[O:2].[Li][C:38]([CH3:41])([CH3:40])[CH3:39].CCCCC.BrC1C=C2C(=CC=1)N([C:61]([O:63][C:64]([CH3:67])([CH3:66])[CH3:65])=[O:62])C1C(OC(OCC)=O)=C3N(C(OC(C)(C)C)=O)C4C=CC(Br)=CC=4C3=CC2=1.Cl[C:90]([O:92]CC)=[O:91].[NH4+].[Cl-]>C1COCC1.CCOC(C)=O.CCCCCC>[C:90]([C:30]1[C:29]([C:32]([O:34][CH2:35][CH3:36])=[O:33])=[CH:28][CH:27]=[C:26]2[C:31]=1[C:11]1[C:12](=[N:25]2)[C:13]([O:19][C:20]([O:22][CH2:23][CH3:24])=[O:21])=[C:14]2[N:15]=[C:16]3[C:8]([CH:7]=[C:6]([C:1]([O:3][CH:4]([C:61]([O:63][C:64]([CH3:67])([CH3:66])[CH3:65])=[O:62])[CH3:5])=[O:2])[CH:18]=[CH:17]3)=[C:9]2[CH:10]=1)([O:92][C:38]([CH3:41])([CH3:40])[CH3:39])=[O:91] |f:5.6,8.9|. Reported procedure: 2,10-Dicarbethoxy-6-ethoxycarbonyloxy-5,7-dihydro-indolo [2,3-b]carbazole (63). To a solution of 1.7 M t-BuLi in pentane (32.3 mL, 54.8 mmol) in THF (200 mL) at −100° C. under argon was added 61 (7.0 g, 9.97 mmol) in THF (20 mL), and stirred for 10 min. ClCO2CH2CH3 (30 mL) was added and the mixture was slowly warmed to −10° C. during 2.5 h. The reaction mixture was poured into saturated aqueous NH4Cl and extracted with 50% EtOAc/hexane. The combined organic extracts were dried (MgSO4), filtered,... The reactants are COC(C(CC=C)NC(C1=C(C=CC=C1Cl)Cl)=O)=O (2-(2,6-dichlorobenzamido)pent-4-enoic acid methyl ester), C1(CC1)CN(C1=NC=CC=N1)C1=CC=C(C=C1)I (N-(cyclopropylmethyl)-N-(4-iodophenyl)pyrimidin-2-amine). The product is COC(C(C\C=C\C1=CC=C(C=C1)N(C1=NC=CC=N1)CC1CC1)NC(C1=C(C=CC=C1Cl)Cl)=O)=O ((E)-5-[4-(cyclopropylmethyl-pyrimidin-2-ylamino)phenyl]-2-(2,6-dichlorobenzamido)pent-4-enoic acid methyl ester). Yield: 69.1%. Reaction SMILES: [CH3:1][O:2][C:3](=[O:19])[CH:4]([NH:8][C:9](=[O:18])[C:10]1[C:15]([Cl:16])=[CH:14][CH:13]=[CH:12][C:11]=1[Cl:17])[CH2:5][CH:6]=[CH2:7].[CH:20]1([CH2:23][N:24]([C:31]2[CH:36]=[CH:35][C:34](I)=[CH:33][CH:32]=2)[C:25]2[N:30]=[CH:29][CH:28]=[CH:27][N:26]=2)[CH2:22][CH2:21]1>>[CH3:1][O:2][C:3](=[O:19])[CH:4]([NH:8][C:9](=[O:18])[C:10]1[C:11]([Cl:17])=[CH:12][CH:13]=[CH:14][C:15]=1[Cl:16])[CH2:5]/[CH:6]=[CH:7]/[C:34]1[CH:35]=[CH:36][C:31]([N:24]([CH2:23][CH:20]2[CH2:21][CH2:22]2)[C:25]2[N:26]=[CH:27][CH:28]=[CH:29][N:30]=2)=[CH:32][CH:33]=1. Procedure details: In the same manner as in Example 1, 2-(2,6-dichlorobenzamido)pent-4-enoic acid methyl ester (139 mg) was reacted with N-(cyclopropylmethyl)-N-(4-iodophenyl)pyrimidin-2-amine (162 mg) to obtain (E)-5-[4-(cyclopropylmethyl-pyrimidin-2-ylamino)phenyl]-2-(2,6-dichlorobenzamido)pent-4-enoic acid methyl ester (167 mg). Column chromatography (silica gel, eluent: hexane/ethyl acetate=1/1) was used for purification.